From a dataset of the Open Reaction Database (ORD), a public repository of structured organic reaction records. describe an organic reaction: reactants, conditions, products, and yield Starting materials: ClC1=NC=C(C=C1Cl)C(F)(F)F (2,3-dichloro-5-(trifluoromethyl)pyridine), COCCN1N=CC2=CC(=CC=C12)CNS(=O)(=O)C1=CC=C(C(=O)OC)C=C1 (methyl 4-(N-((1-(2-methoxyethyl)-1H-indazol-5-yl)methyl)sulfamoyl)benzoate). Product: ClC=1C(=NC=C(C1)C(F)(F)F)N(S(=O)(=O)C1=CC=C(C(=O)OC)C=C1)CC=1C=C2C=NN(C2=CC1)CCOC (Methyl 4-(N-(3-chloro-5-(trifluoromethyl)pyridin-2-yl)-N-((1-(2-methoxyethyl)-1H-indazol-5-yl)methyl)sulfamoyl)benzoate). RXN SMILES: Cl[C:2]1[C:7]([Cl:8])=[CH:6][C:5]([C:9]([F:12])([F:11])[F:10])=[CH:4][N:3]=1.[CH3:13][O:14][CH2:15][CH2:16][N:17]1[C:25]2[C:20](=[CH:21][C:22]([CH2:26][NH:27][S:28]([C:31]3[CH:40]=[CH:39][C:34]([C:35]([O:37][CH3:38])=[O:36])=[CH:33][CH:32]=3)(=[O:30])=[O:29])=[CH:23][CH:24]=2)[CH:19]=[N:18]1>>[Cl:8][C:7]1[C:2]([N:27]([CH2:26][C:22]2[CH:21]=[C:20]3[C:25](=[CH:24][CH:23]=2)[N:17]([CH2:16][CH2:15][O:14][CH3:13])[N:18]=[CH:19]3)[S:28]([C:31]2[CH:32]=[CH:33][C:34]([C:35]([O:37][CH3:38])=[O:36])=[CH:39][CH:40]=2)(=[O:30])=[O:29])=[N:3][CH:4]=[C:5]([C:9]([F:12])([F:11])[F:10])[CH:6]=1. Procedure details: The titled compound was prepared according to the procedure described in step-2 of Example 1 from 2,3-dichloro-5-(trifluoromethyl)pyridine and methyl 4-(N-((1-(2-methoxyethyl)-1H-indazol-5-yl)methyl)sulfamoyl)benzoate (step-3 of Example 20). Starting materials: C(C)N(CC(CN)(C1=CC=CC=C1)C1=CC=CC=C1)CC (N1,N1-diethyl-2,2-diphenylpropane-1,3-diamine), COCCNC (2-methoxy-N-methylethanamine). Product: COCCN(CC(CN)(C1=CC=CC=C1)C1=CC=CC=C1)C (N1-(2-methoxyethyl)-N1-methyl-2,2-diphenylpropane-1,3-diamine). Reaction SMILES: [CH2:1]([N:3]([CH2:20]C)[CH2:4][C:5]([C:14]1[CH:19]=[CH:18][CH:17]=[CH:16][CH:15]=1)([C:8]1[CH:13]=[CH:12][CH:11]=[CH:10][CH:9]=1)[CH2:6][NH2:7])[CH3:2].[CH3:22][O:23]CCNC>>[CH3:22][O:23][CH2:2][CH2:1][N:3]([CH3:20])[CH2:4][C:5]([C:14]1[CH:19]=[CH:18][CH:17]=[CH:16][CH:15]=1)([C:8]1[CH:13]=[CH:12][CH:11]=[CH:10][CH:9]=1)[CH2:6][NH2:7]. Reported procedure: The title material was prepared as described for the synthesis of N1,N1-diethyl-2,2-diphenylpropane-1,3-diamine (Example Q) in using 2-methoxy-N-methylethanamine LC/MS (M+H)+: 299. HPLC ret. time (Condition B): 1.480 min.